This data is from the Open Reaction Database (ORD), a public repository of structured organic reaction records. The task is: describe an organic reaction: reactants, conditions, products, and yield The reactants are COCC(C)NC(=O)CN1CCNCC1, CCOc1cc(C(C)(C)C#N)ccc1C1=NC(c2ccc(Cl)cc2)C(c2ccc(Cl)cc2)N1C(=O)Cl, Cl, Cl. Yields the product CCOc1cc(C(C)(C)C#N)ccc1C1=NC(c2ccc(Cl)cc2)C(c2ccc(Cl)cc2)N1C(=O)N1CCN(CC(=O)NC(C)COC)CC1. RXN SMILES: [CH3:39][O:40][CH2:41][CH:42]([CH3:43])[NH:44][C:45]([CH2:46][N:47]1[CH2:48][CH2:49][NH:50][CH2:51][CH2:52]1)=[O:53].[Cl:1][c:2]1[cH:3][cH:4][c:5]([CH:8]2[N:9]=[C:10]([c:23]3[c:24]([O:34][CH2:35][CH3:36])[cH:25][c:26]([C:29]([CH3:30])([CH3:31])[C:32]#[N:33])[cH:27][cH:28]3)[N:11]([C:20](=[O:21])[Cl:22])[CH:12]2[c:13]2[cH:14][cH:15][c:16]([Cl:19])[cH:17][cH:18]2)[cH:6][cH:7]1.[ClH:37].[ClH:38]>>[Cl:1][c:2]1[cH:3][cH:4][c:5]([CH:8]2[N:9]=[C:10]([c:23]3[c:24]([O:34][CH2:35][CH3:36])[cH:25][c:26]([C:29]([CH3:30])([CH3:31])[C:32]#[N:33])[cH:27][cH:28]3)[N:11]([C:20](=[O:21])[N:50]3[CH2:49][CH2:48][N:47]([CH2:46][C:45]([NH:44][CH:42]([CH2:41][O:40][CH3:39])[CH3:43])=[O:53])[CH2:52][CH2:51]3)[CH:12]2[c:13]2[cH:14][cH:15][c:16]([Cl:19])[cH:17][cH:18]2)[cH:6][cH:7]1. Conditions: temperature 0 celsius. Solvent: C1CCOC1 (THF). Procedure: 4-(5-chloropyridin-3-yl)-2-(cyclopentyl(hydroxy)methyl)-3-((trans-4-methylcyclohexyl)methyl)-3H-imidazo[4,5-c]pyridine-6-carbonitrile (240 mg, 0.517 mmol) was dissolved in THF (5.2 mL) and cooled to 0° C. in a flask under nitrogen before adding sodium hydride (41.4 mg, 1.034 mmol). Upon cessation of gas evolution, iodoethane (0.125 μL, 1.552 mmol) was added, and the reaction was allowed to warm to room temperature overnight. The reaction mixture was quenched with sat. aqueous ammonium chloride a... Starting materials: [H-].[Na+] (sodium hydride), ClC=1C=C(C=NC1)C1=NC(=CC2=C1N(C(=N2)C(O)C2CCCC2)C[C@@H]2CC[C@H](CC2)C)C#N (4-(5-chloropyridin-3-yl)-2-(cyclopentyl(hydroxy)methyl)-3-((trans-4-methylcyclohexyl)methyl)-3H-imidazo[4,5-c]pyridine-6-carbonitrile), ICC (iodoethane). As a reaction SMILES: [Cl:1][C:2]1[CH:3]=[C:4]([C:8]2[C:13]3[N:14]([CH2:24][C@H:25]4[CH2:30][CH2:29][C@H:28]([CH3:31])[CH2:27][CH2:26]4)[C:15]([CH:17]([CH:19]4[CH2:23][CH2:22][CH2:21][CH2:20]4)[OH:18])=[N:16][C:12]=3[CH:11]=[C:10]([C:32]#[N:33])[N:9]=2)[CH:5]=[N:6][CH:7]=1.[H-].[Na+].I[CH2:37][CH3:38]>C1COCC1>[Cl:1][C:2]1[CH:3]=[C:4]([C:8]2[C:13]3[N:14]([CH2:24][C@H:25]4[CH2:26][CH2:27][C@H:28]([CH3:31])[CH2:29][CH2:30]4)[C:15]([CH:17]([CH:19]4[CH2:20][CH2:21][CH2:22][CH2:23]4)[O:18][CH2:37][CH3:38])=[N:16][C:12]=3[CH:11]=[C:10]([C:32]#[N:33])[N:9]=2)[CH:5]=[N:6][CH:7]=1 |f:1.2|. Product: ClC=1C=C(C=NC1)C1=NC(=CC2=C1N(C(=N2)C(OCC)C2CCCC2)C[C@@H]2CC[C@H](CC2)C)C#N (racemic 4-(5-chloropyridin-3-yl)-2-(cyclopentyl(ethoxy)methyl)-3-((trans-4-methylcyclohexyl)methyl)-3H-imidazo[4,5-c]pyridine-6-carbonitrile). The reactants are CC(=O)OC(C)=O, O=CO, CC(=O)NC1=NN(c2cccc(Cl)n2)CC1. The product is O=CNC1=NN(c2cccc(Cl)n2)CC1. RXN SMILES: [CH3:17][C:18]([O:19][C:20](=[O:21])[CH3:22])=[O:23].[CH:24]([OH:25])=[O:26].[Cl:1][c:2]1[cH:3][cH:4][cH:5][c:6]([N:8]2[N:9]=[C:10]([NH:13][C:14]([CH3:15])=[O:16])[CH2:11][CH2:12]2)[n:7]1>>[Cl:1][c:2]1[cH:3][cH:4][cH:5][c:6]([N:8]2[N:9]=[C:10]([NH:13][CH:14]=[O:16])[CH2:11][CH2:12]2)[n:7]1. Reactants: Brc1cccnc1, COC(=O)c1nccnc1N, Cc1ccccc1, CC1(C)c2cccc(P(c3ccccc3)c3ccccc3)c2Oc2c(P(c3ccccc3)c3ccccc3)cccc21. Yields the product COC(=O)c1nccnc1Nc1cccnc1. Reaction SMILES: [Br:12][c:13]1[cH:14][n:15][cH:16][cH:17][cH:18]1.[CH3:1][O:2][C:3](=[O:4])[c:5]1[n:6][cH:7][cH:8][n:9][c:10]1[NH2:11].[CH3:61][c:62]1[cH:63][cH:64][cH:65][cH:66][cH:67]1.[c:19]1([P:20]([c:21]2[cH:22][cH:23][cH:24][cH:25][cH:26]2)[c:27]2[c:28]3[c:52]([cH:53][cH:54][cH:55]2)[C:49]([CH3:50])([CH3:51])[c:31]2[c:30]([c:35]([P:36]([c:37]4[cH:38][cH:39][cH:40][cH:41][cH:42]4)[c:43]4[cH:44][cH:45][cH:46][cH:47][cH:48]4)[cH:34][cH:33][cH:32]2)[O:29]3)[cH:56][cH:57][cH:58][cH:59][cH:60]1>>[CH3:1][O:2][C:3](=[O:4])[c:5]1[n:6][cH:7][cH:8][n:9][c:10]1[NH:11][c:13]1[cH:14][n:15][cH:16][cH:17][cH:18]1. Starting materials: C1CCOC1, CO, Cl, [Li+], [OH-], O, COC(=O)c1ccc2c3sccc3c(=O)n(CCCO)c2c1. The product is O=C(O)c1ccc2c3sccc3c(=O)n(CCCO)c2c1. RXN SMILES: [CH2:26]1[O:27][CH2:28][CH2:29][CH2:30]1.[CH3:31][OH:32].[ClH:25].[Li+:24].[OH-:23].[OH2:33].[OH:1][CH2:2][CH2:3][CH2:4][n:5]1[c:6](=[O:22])[c:7]2[c:8]([c:9]3[cH:10][cH:11][c:12]([C:15](=[O:16])[O:17][CH3:18])[cH:13][c:14]13)[s:19][cH:20][cH:21]2>>[OH:1][CH2:2][CH2:3][CH2:4][n:5]1[c:6](=[O:22])[c:7]2[c:8]([c:9]3[cH:10][cH:11][c:12]([C:15](=[O:16])[OH:17])[cH:13][c:14]13)[s:19][cH:20][cH:21]2. Reactants: C(C)N(CCOC=1C=CC2=CC=3C=CC(=C(C3N=C2C1CO)CO)OCCN(CC)CC)CC (3,6-bis[2-(diethylamino)ethoxy]-4,5-acridinedimethanol). Solvent: CS(=O)C (dimethyl sulfoxide), C(C)N(CC)CC (triethylamine), CS(=O)C (dimethyl sulfoxide). The yield is 75.3%. RXN SMILES: [CH2:1]([N:3]([CH2:33][CH3:34])[CH2:4][CH2:5][O:6][C:7]1[CH:8]=[CH:9][C:10]2[C:19]([C:20]=1[CH2:21][OH:22])=[N:18][C:17]1[C:16]([CH2:23][OH:24])=[C:15]([O:25][CH2:26][CH2:27][N:28]([CH2:31][CH3:32])[CH2:29][CH3:30])[CH:14]=[CH:13][C:12]=1[CH:11]=2)[CH3:2]>CS(C)=O.C(N(CC)CC)C>[CH2:31]([N:28]([CH2:29][CH3:30])[CH2:27][CH2:26][O:25][C:15]1[CH:14]=[CH:13][C:12]2[C:17]([C:16]=1[CH:23]=[O:24])=[N:18][C:19]1[C:10](=[CH:9][CH:8]=[C:7]([O:6][CH2:5][CH2:4][N:3]([CH2:33][CH3:34])[CH2:1][CH3:2])[C:20]=1[CH:21]=[O:22])[CH:11]=2)[CH3:32]. The product is C(C)N(CCOC=1C=CC2=CC3=CC=C(C(=C3N=C2C1C=O)C=O)OCCN(CC)CC)CC (3,6-Bis[2-(diethylamino)ethoxy]-4,5-diformylacridine). Conditions: time 1 hour. Procedure: To a solution of 0.469 g of 3,6-bis[2-(diethylamino)ethoxy]-4,5-acridinedimethanol in a mixture of 5.0 ml of anhydrous dimethyl sulfoxide and 2.8 ml of triethylamine is added a solution of 0.96 g of sulfur trioxide-pyridine complex in 5 ml of anhydrous dimethyl sulfoxide. The reaction mixture is stirred at room temperature for one hour. Most of the dimethyl sulfoxide is removed under reduced pressure without heat. The residue is treated first with 50 ml of saturated sodium bicarbonate solution a... RXN SMILES: [C:1]([S:4][CH2:5][CH2:6][NH:7][C:8](=[O:51])[CH2:9][CH2:10][NH:11][C:12](=[O:50])[C@H:13]([OH:49])[C:14]([CH3:48])([CH3:47])[CH2:15][O:16][P:17]([OH:46])(=[O:45])[O:18][P:19]([OH:44])(=[O:43])[O:20][CH2:21][C@H:22]1[O:26][C@@H:25]([N:27]2[C:36]3[N:35]=[CH:34][N:33]=[C:31]([NH2:32])[C:30]=3[N:29]=[CH:28]2)[C@H:24]([OH:37])[C@@H:23]1[O:38][P:39]([OH:42])([OH:41])=[O:40])(=[O:3])[CH3:2].[C:52]([O-])(=O)C>>[C:1]([S:4][CH2:5][CH2:6][NH:7][C:8](=[O:51])[CH2:9][CH2:10][NH:11][C:12](=[O:50])[C@H:13]([OH:49])[C:14]([CH3:47])([CH3:48])[CH2:15][O:16][P:17]([OH:46])(=[O:45])[O:18][P:19]([OH:44])(=[O:43])[O:20][CH2:21][C@H:22]1[O:26][C@@H:25]([N:27]2[C:36]3[N:35]=[CH:34][N:33]=[C:31]([NH2:32])[C:30]=3[N:29]=[CH:28]2)[C@H:24]([OH:37])[C@@H:23]1[O:38][P:39]([OH:42])([OH:41])=[O:40])(=[O:3])[CH:2]=[CH2:52]. Procedure: S-acetyl CoA synthetase (acetate thiokinase from bakers yeast, Sigma, Saint Louis, Mo., USA; catalogue No. 1765) (1.9 mg/ml) is added. Using the fed-batch approach meaning step-wise addition (feeding) of H-CoA, 15 μl aliquots of H-CoA are added after 5, 10, 15 and 20 minutes, raising the H-CoA concentration by 1 mM each time, and a further 5 mM ATP is added after 25 minutes. Samples are analysed for H-CoA by HPLC (Instrumentation: Agilent Technologies HP1090L with HP1100 Variable Wavelength UV D... The reactants are C(C)(=O)SCCNC(CCNC([C@@H](C(COP(OP(OC[C@@H]1[C@H]([C@H]([C@@H](O1)N1C=NC=2C(N)=NC=NC12)O)OP(=O)(O)O)(=O)O)(=O)O)(C)C)O)=O)=O (S-acetyl CoA), C(C)(=O)[O-] (acetate), H-CoA, H-CoA. Run at time 0 minute. Yields the product C(C=C)(=O)SCCNC(CCNC([C@@H](C(COP(OP(OC[C@@H]1[C@H]([C@H]([C@@H](O1)N1C=NC=2C(N)=NC=NC12)O)OP(=O)(O)O)(=O)O)(=O)O)(C)C)O)=O)=O (Acrylyl-CoA). Reactants: COc1ccccc1, COc1ccc(CNc2cc(C)nc3c2nc(C)n3-c2ccc(Cl)cc2Cl)cc1, [Na+], O=C([O-])O, O=C(O)C(F)(F)F, O=S(=O)(O)O. Yields the product Cc1cc(N)c2nc(C)n(-c3ccc(Cl)cc3Cl)c2n1. As a reaction SMILES: [CH3:30][O:31][c:32]1[cH:33][cH:34][cH:35][cH:36][cH:37]1.[Cl:1][c:2]1[c:3](-[n:9]2[c:10]([CH3:29])[n:11][c:12]3[c:13]2[n:14][c:15]([CH3:28])[cH:16][c:17]3[NH:18][CH2:19][c:20]2[cH:21][cH:22][c:23]([O:24][CH3:25])[cH:26][cH:27]2)[cH:4][cH:5][c:6]([Cl:8])[cH:7]1.[Na+:54].[O-:50][C:51]([OH:52])=[O:53].[OH:38][C:39]([C:40]([F:41])([F:42])[F:43])=[O:44].[S:45](=[O:46])(=[O:47])([OH:48])[OH:49]>>[Cl:1][c:2]1[c:3](-[n:9]2[c:10]([CH3:29])[n:11][c:12]3[c:13]2[n:14][c:15]([CH3:28])[cH:16][c:17]3[NH2:18])[cH:4][cH:5][c:6]([Cl:8])[cH:7]1. Starting materials: CN1N=C2C=C(C=CC2=C1C)NC1=NC=C(C(=N1)NC1CC2C(CNC2)C1)C (N2-(2,3-dimethyl-2H-indazol-6-yl)-5-methyl-N4-(octahydrocyclopenta[c]pyrrol-5-yl)pyrimidine-2,4-diamine), C(#N)CC(=O)O (2-cyanoacetic acid), C1=CC2=C(N=C1)N(N=N2)O (HOAT), CCN=C=NCCCN(C)C (EDCI). Run in C(Cl)Cl (DCM), CN(C)C=O (DMF). Reaction conditions: temperature 45 celsius, time 1 hour. Product: CN1N=C2C=C(C=CC2=C1C)NC1=NC=C(C(=N1)NC1CC2C(CN(C2)C(CC#N)=O)C1)C (3-(5-((2-((2,3-dimethyl-2H-indazol-6-yl)amino)-5-methylpyrimidin-4-yl)amino)hexahydrocyclopenta[c]pyrrol-2(1H)-yl)-3-oxopropanenitrile). Yield: 68.3%. RXN SMILES: [CH3:1][N:2]1[C:10]([CH3:11])=[C:9]2[C:4]([CH:5]=[C:6]([NH:12][C:13]3[N:18]=[C:17]([NH:19][CH:20]4[CH2:27][CH:23]5[CH2:24][NH:25][CH2:26][CH:22]5[CH2:21]4)[C:16]([CH3:28])=[CH:15][N:14]=3)[CH:7]=[CH:8]2)=[N:3]1.[C:29]([CH2:31][C:32](O)=[O:33])#[N:30].C1C=NC2N(O)N=NC=2C=1.CCN=C=NCCCN(C)C>C(Cl)Cl.CN(C=O)C>[CH3:1][N:2]1[C:10]([CH3:11])=[C:9]2[C:4]([CH:5]=[C:6]([NH:12][C:13]3[N:18]=[C:17]([NH:19][CH:20]4[CH2:27][CH:23]5[CH2:24][N:25]([C:32](=[O:33])[CH2:31][C:29]#[N:30])[CH2:26][CH:22]5[CH2:21]4)[C:16]([CH3:28])=[CH:15][N:14]=3)[CH:7]=[CH:8]2)=[N:3]1. Procedure details: To a solution of N2-(2,3-dimethyl-2H-indazol-6-yl)-5-methyl-N4-(octahydrocyclopenta[c]pyrrol-5-yl)pyrimidine-2,4-diamine (86.9 mg, 0.23 mmol) and 2-cyanoacetic acid (31.3 mg, 0.37 mmol) in a mixture of DCM (8 mL) and DMF (2 mL) were added HOAT (65.5 mg, 0.48 mmol) and EDCI (77.6 mg, 0.40 mmol). After addition, the reaction mixture was stirred at 45° C. for 1 h, and then quenched with H2O (30 mL) and extracted with DCM (100 mL×3). The combined organic phases were washed with brine (100 mL), dried... The solvent is O1CCCC1 (tetrahydrofuran). Yields the product CC1(C(C2=C(C(=C(C=C2C1)O)Cl)Cl)O)C (2,2-dimethyl-6,7-dichloro-1,5-indanediol). As a reaction SMILES: [CH3:1][C:2]1([CH3:15])[CH2:10][C:9]2[C:4](=[C:5]([Cl:13])[C:6]([Cl:12])=[C:7]([OH:11])[CH:8]=2)[C:3]1=[O:14].[H-].COCCO[Al+]OCCOC.[Na+].[H-]>O1CCCC1>[CH3:1][C:2]1([CH3:15])[CH2:10][C:9]2[C:4](=[C:5]([Cl:13])[C:6]([Cl:12])=[C:7]([OH:11])[CH:8]=2)[CH:3]1[OH:14] |f:1.2.3.4|. The reactants are CC1(C(C2=C(C(=C(C=C2C1)O)Cl)Cl)=O)C (2,2-dimethyl-5-hydroxy-6,7-dichloro-1-indanone), [H-].COCCO[Al+]OCCOC.[Na+].[H-] (sodium bis-(2-methoxyethoxy)-aluminum hydride). Reported procedure: 2,2-Dimethyl-6,7-dichloro-1,5-indanediol is prepared following substantially the same procedure described in Example 4, Step E, using the following substances: 2,2-dimethyl-5-hydroxy-6,7-dichloro-1-indanone (6.1 g., 0.025 mole); sodium bis-(2-methoxyethoxy)-aluminum hydride (70% in benzene) 8 ml.; tetrahydrofuran (75 ml.). The above procedure gives 2,2-dimethyl-6,7-dichloro-1,5-indanediol.